From a dataset of the Open Reaction Database (ORD), a public repository of structured organic reaction records. describe an organic reaction: reactants, conditions, products, and yield Starting materials: CCCCCCc1ccc(C2c3ccc(OC)cc3OCC2c2ccccc2)cc1, CCO, ClCCl, Cl, O, c1ccncc1. Yields the product CCCCCCc1ccc(C2c3ccc(O)cc3OCC2c2ccccc2)cc1. As a reaction SMILES: [CH2:1]([CH2:2][CH2:3][CH2:4][CH2:5][CH3:6])[c:7]1[cH:8][cH:9][c:10]([CH:13]2[CH:14]([c:25]3[cH:26][cH:27][cH:28][cH:29][cH:30]3)[CH2:15][O:16][c:17]3[cH:18][c:19]([O:23][CH3:24])[cH:20][cH:21][c:22]32)[cH:11][cH:12]1.[CH3:39][CH2:40][OH:41].[Cl:42][CH2:43][Cl:44].[ClH:31].[OH2:38].[n:32]1[cH:33][cH:34][cH:35][cH:36][cH:37]1>>[CH2:1]([CH2:2][CH2:3][CH2:4][CH2:5][CH3:6])[c:7]1[cH:8][cH:9][c:10]([CH:13]2[CH:14]([c:25]3[cH:26][cH:27][cH:28][cH:29][cH:30]3)[CH2:15][O:16][c:17]3[cH:18][c:19]([OH:23])[cH:20][cH:21][c:22]32)[cH:11][cH:12]1. Reactants: N1=C(C=CC=C1)C1=NOC(=N1)C1=CC(=CC(=C1)F)C#N (3-(2-Pyridyl)-5-(3-cyano-5-fluorophenyl)-1,2,4-oxadiazole), C([O-])([O-])=O.[K+].[K+] (potassium carbonate), N1C=NC=C1 (imidazole), CN(C=O)C (dimethylformamide). Run in C(Cl)(Cl)Cl (chloroform). Product: N1=C(C=CC=C1)C1=NOC(=N1)C1=CC(=CC(=C1)N1C=NC=C1)C#N (3-(2-Pyridyl)-5-(3-cyano-5-(1H-imidazol-1-yl)phenyl)-1,2,4-oxadiazole). Reaction SMILES: [N:1]1[CH:6]=[CH:5][CH:4]=[CH:3][C:2]=1[C:7]1[N:11]=[C:10]([C:12]2[CH:17]=[C:16](F)[CH:15]=[C:14]([C:19]#[N:20])[CH:13]=2)[O:9][N:8]=1.C(=O)([O-])[O-].[K+].[K+].[NH:27]1[CH:31]=[CH:30][N:29]=[CH:28]1.CN(C)C=O>C(Cl)(Cl)Cl>[N:1]1[CH:6]=[CH:5][CH:4]=[CH:3][C:2]=1[C:7]1[N:11]=[C:10]([C:12]2[CH:17]=[C:16]([N:27]3[CH:31]=[CH:30][N:29]=[CH:28]3)[CH:15]=[C:14]([C:19]#[N:20])[CH:13]=2)[O:9][N:8]=1 |f:1.2.3|. Reported procedure: In a screw cap vial equipped with stir bar added 3-(2-Pyridyl)-5-(3-cyano-5-fluorophenyl)-1,2,4-oxadiazole (20 mg, 0.08 mmol), potassium carbonate (20.8 mg, 0.15 mmol), imidazole (7.7 mg, 0.11 mmol) and dimethylformamide (1 ml). Stirred the resulting mixture at 120° C. for 2 h. The reaction mixture was diluted with chloroform (30 ml) and washed with water (30 ml). The aqueous phase was re-extracted with chloroform (30 ml) and the combined organic phase was dried (sodium sulfate), filtered and co... Procedure details: To a solution of (1-methyl-1H-1,2,4-triazol-3-yl)methanol (prepared using the conditions described in EP-A-421210; 0.044 g, 0.39 mmol) in dimethyl formamide (10 ml) was added sodium hydride (0.016 g of a 60% dispersion in oil, 0.390 mmol) and the reaction mixture was stirred at room temperature under nitrogen for 0.5 h. After this time, the product from Example 1 step e) (0.1 g, 0.325 mmol) was added and the reaction mixture stirred for 2.5 h. The solvent was removed under high vacuum. Water (5 ... Reactants: CN1N=C(N=C1)CO ((1-methyl-1H-1,2,4-triazol-3-yl)methanol), ClC=1C(=CC=2N(N1)C(=NN2)C2=NC=CN=C2)C2=CC=CC=C2 (6-Chloro-7-phenyl-3-(pyrazin-2-yl)-1,2,4-triazolo[4,3-b]pyridazine), [H-].[Na+] (sodium hydride), A-421210. Solvent: CN(C=O)C (dimethyl formamide). Run at time 0.5 hour. Product: CN1N=C(N=C1)COC=1C(=CC=2N(N1)C(=NN2)C2=NC=CN=C2)C2=CC=CC=C2 (6-(1-Methyl-1H-1,2,4-triazol-3-ylmethoxy)-7-phenyl-3-(pyrazin-2-yl)-1,2,4-triazolo[4,3-b]pyridazine). RXN SMILES: [CH3:1][N:2]1[CH:6]=[N:5][C:4]([CH2:7][OH:8])=[N:3]1.[H-].[Na+].Cl[C:12]1[C:13]([C:27]2[CH:32]=[CH:31][CH:30]=[CH:29][CH:28]=2)=[CH:14][C:15]2[N:16]([C:18]([C:21]3[CH:26]=[N:25][CH:24]=[CH:23][N:22]=3)=[N:19][N:20]=2)[N:17]=1>CN(C)C=O>[CH3:1][N:2]1[CH:6]=[N:5][C:4]([CH2:7][O:8][C:12]2[C:13]([C:27]3[CH:32]=[CH:31][CH:30]=[CH:29][CH:28]=3)=[CH:14][C:15]3[N:16]([C:18]([C:21]4[CH:26]=[N:25][CH:24]=[CH:23][N:22]=4)=[N:19][N:20]=3)[N:17]=2)=[N:3]1 |f:1.2|. The reactants are C(=O)C1=CC2=C(N(C=N2)C2=CC(=CC=C2)C2=NC=NC=C2)C=C1 (5-Formyl-1-(3-(4-pyrimidyl)phenyl)benzimidazole), NOC.Cl (NH2OMe.HCl). The product is CON=CC1=CC2=C(N(C=N2)C2=CC(=CC=C2)C2=NC=NC=C2)C=C1 (5-Formyl-1-(3-(4-pyrimidyl)phenyl)benzimidazole O-methyl oxime). The yield is 28.1%. Reaction SMILES: [CH:1]([C:3]1[CH:23]=[CH:22][C:6]2[N:7]([C:10]3[CH:15]=[CH:14][CH:13]=[C:12]([C:16]4[CH:21]=[CH:20][N:19]=[CH:18][N:17]=4)[CH:11]=3)[CH:8]=[N:9][C:5]=2[CH:4]=1)=O.[NH2:24][O:25][CH3:26].Cl>>[CH3:26][O:25][N:24]=[CH:1][C:3]1[CH:23]=[CH:22][C:6]2[N:7]([C:10]3[CH:15]=[CH:14][CH:13]=[C:12]([C:16]4[CH:21]=[CH:20][N:19]=[CH:18][N:17]=4)[CH:11]=3)[CH:8]=[N:9][C:5]=2[CH:4]=1 |f:1.2|. Reported procedure: was synthesized as described in Example 22 but using (62) (200 mg, 0.66 mmol) instead of (55) and NH2OMe.HCl (250 mg, 2.0 mmol). The reaction gave (64) (61 mg, 28%). Mp. 180-182° C. Reactants: Cl (hydrochloric acid), COC(Cl)Cl (dichloromethyl methyl ether), COC1=CC=C(C=C1)C1(CCOCC1)C (4-(4-methoxyphenyl)-4-methyltetrahydro-2H-pyran). The reagents and catalysts are [Ti](Cl)(Cl)(Cl)Cl (titanium tetrachloride). Solvent: C(C)(=O)OCC (ethyl acetate), ClCCl (dichloromethane). Run at time 20 minute. Product: COC1=C(C=O)C=C(C=C1)C1(CCOCC1)C (2-methoxy-5-(4-methyltetrahydro-2H-pyran-4-yl)benzaldehyde). Yield: 122.3%. RXN SMILES: [CH3:1][O:2][C:3]1[CH:8]=[CH:7][C:6]([C:9]2([CH3:15])[CH2:14][CH2:13][O:12][CH2:11][CH2:10]2)=[CH:5][CH:4]=1.[CH3:16][O:17]C(Cl)Cl.Cl>ClCCl.C(OCC)(=O)C.[Ti](Cl)(Cl)(Cl)Cl>[CH3:1][O:2][C:3]1[CH:4]=[CH:5][C:6]([C:9]2([CH3:15])[CH2:14][CH2:13][O:12][CH2:11][CH2:10]2)=[CH:7][C:8]=1[CH:16]=[O:17]. Procedure: A solution of 4-(4-methoxyphenyl)-4-methyltetrahydro-2H-pyran (0.518 g, 2.51 mmol) in dichloromethane (12.0 mL) was cooled to −15° C., and titanium tetrachloride (1.22 mL, 11.0 mmol) was added dropwise thereto. After stirring the mixture for 20 minutes, dichloromethyl methyl ether (0.336 mL, 3.77 mmol) was added dropwise thereto. After stirring the mixture for 1 hour, 1 mol/L hydrochloric acid was added to stop the reaction. The reaction solution was diluted with ethyl acetate, and the organic l... Starting materials: Brc1cnc2c(c1)NCCCN2, C=CC(=O)N(C)Cc1oc2ccccc2c1C, CC(=O)[O-], CC(=O)[O-], CN(C)C=O, [Pd+2]. The product is Cc1c(CN(C)C(=O)C=Cc2cnc3c(c2)NCCCN3)oc2ccccc12. Reaction SMILES: [Br:1][c:2]1[cH:3][c:4]2[c:5]([n:11][cH:12]1)[NH:6][CH2:7][CH2:8][CH2:9][NH:10]2.[CH3:13][N:14]([C:15]([CH:16]=[CH2:17])=[O:18])[CH2:19][c:20]1[o:21][c:22]2[c:23]([c:24]1[CH3:25])[cH:26][cH:27][cH:28][cH:29]2.[O-:36][C:37]([CH3:38])=[O:39].[O-:40][C:41]([CH3:42])=[O:43].[O:30]=[CH:31][N:32]([CH3:33])[CH3:34].[Pd+2:35]>>[c:2]1([CH:17]=[CH:16][C:15]([N:14]([CH3:13])[CH2:19][c:20]2[o:21][c:22]3[c:23]([c:24]2[CH3:25])[cH:26][cH:27][cH:28][cH:29]3)=[O:18])[cH:3][c:4]2[c:5]([n:11][cH:12]1)[NH:6][CH2:7][CH2:8][CH2:9][NH:10]2. Reactants: C1(=CC=CC=C1)P(C1=CC=CC=C1)C1=CC=CC=C1 (Triphenylphosphine), C(Br)(Br)(Br)Br (carbon tetrabromide), ClC=1C=C(CN2C(=CC3=C(C=CC=C23)OCCO)C(=O)OC)C=CC1Cl (methyl N-(3,4-diclilorobenzyl)-4-(hydroxyethyloxy)indole-2-carboxylate). Solvent: ClCCl (dichloromethane). Run at time 3 hour. Yields the product ClC=1C=C(CN2C(=CC3=C(C=CC=C23)OCCBr)C(=O)OC)C=CC1Cl (methyl N-(3,4-dichlorobenzyl)-4-(bromoethyloxy)indole-2-carboxylate). Isolated yield 89.3%. As a reaction SMILES: C1(P(C2C=CC=CC=2)C2C=CC=CC=2)C=CC=CC=1.[C:20]([Br:24])(Br)(Br)Br.[Cl:25][C:26]1[CH:27]=[C:28]([CH:47]=[CH:48][C:49]=1[Cl:50])[CH2:29][N:30]1[C:38]2[C:33](=[C:34]([O:39][CH2:40]CO)[CH:35]=[CH:36][CH:37]=2)[CH:32]=[C:31]1[C:43]([O:45][CH3:46])=[O:44]>ClCCl>[Cl:25][C:26]1[CH:27]=[C:28]([CH:47]=[CH:48][C:49]=1[Cl:50])[CH2:29][N:30]1[C:38]2[C:33](=[C:34]([O:39][CH2:40][CH2:20][Br:24])[CH:35]=[CH:36][CH:37]=2)[CH:32]=[C:31]1[C:43]([O:45][CH3:46])=[O:44]. Procedure details: Triphenylphosphine (0.55 g) was added in small portions over 2 hours to a stirred solution of carbon tetrabromide (0.47 g) and methyl N-(3,4-diclilorobenzyl)-4-(hydroxyethyloxy)indole-2-carboxylate (0.28 g) in dichloromethane (10 ml). The reaction was stirred for 3 hours at room temperature, concentrated in vacuo and the residue purified by column chromatography using dichloromethane as eluent to give methyl N-(3,4-dichlorobenzyl)-4-(bromoethyloxy)indole-2-carboxylate as a white solid (0.29 g, 9...